From a dataset of the Open Reaction Database (ORD), a public repository of structured organic reaction records. describe an organic reaction: reactants, conditions, products, and yield The reactants are CC1(C)CC(c2c[nH]c3c(C(N)=O)cc(Br)cc23)CCS1(=O)=O, C1COCCO1, [K+], [K+], O=C([O-])[O-], O, OB(O)c1ccsc1. Yields the product CC1(C)CC(c2c[nH]c3c(C(N)=O)cc(-c4ccsc4)cc23)CCS1(=O)=O. As a reaction SMILES: [Br:1][c:2]1[cH:3][c:4]2[c:5]([CH:14]3[CH2:15][C:16]([CH3:22])([CH3:23])[S:17](=[O:20])(=[O:21])[CH2:18][CH2:19]3)[cH:6][nH:7][c:8]2[c:9]([C:11](=[O:12])[NH2:13])[cH:10]1.[CH2:24]1[O:25][CH2:26][CH2:27][O:28][CH2:29]1.[K+:38].[K+:39].[O-:40][C:41]([O-:42])=[O:43].[OH2:44].[s:30]1[cH:31][c:32]([B:35]([OH:36])[OH:37])[cH:33][cH:34]1>>[c:2]1(-[c:32]2[cH:31][s:30][cH:34][cH:33]2)[cH:3][c:4]2[c:5]([CH:14]3[CH2:15][C:16]([CH3:22])([CH3:23])[S:17](=[O:20])(=[O:21])[CH2:18][CH2:19]3)[cH:6][nH:7][c:8]2[c:9]([C:11](=[O:12])[NH2:13])[cH:10]1. The reactants are COc1ccc(N2CCCCC2)c([N+](=O)[O-])c1, CCO, [Na+], [OH-], Cl[Sn](Cl)(Cl)Cl. Yields the product COc1ccc(N2CCCCC2)c(N)c1. As a reaction SMILES: [CH3:1][O:2][c:3]1[cH:4][c:5]([N+:15]([O-:16])=[O:17])[c:6]([N:9]2[CH2:10][CH2:11][CH2:12][CH2:13][CH2:14]2)[cH:7][cH:8]1.[CH3:25][CH2:26][OH:27].[Na+:24].[OH-:23].[Sn:18]([Cl:19])([Cl:20])([Cl:21])[Cl:22]>>[CH3:1][O:2][c:3]1[cH:4][c:5]([NH2:15])[c:6]([N:9]2[CH2:10][CH2:11][CH2:12][CH2:13][CH2:14]2)[cH:7][cH:8]1. Reactants: S(C1=CC=C(C=C1)C)C. Reagents/catalysts: O1B(OC(C)(C)C1(C)C)B2OC(C)(C)C(O2)(C)C, FC(F)(F)C1OB(OC1)C=2C=CC=CC2C=3C=NC(=CC3)C4=NC=CC=C4, C[OH2+].C[OH2+].C1CC=CCCC=C1.C1CC=CCCC=C1.[Ir].[Ir]. Run in C=1C=C(C=CC1C)C. Conditions: temperature 55 celsius, time 24 hour. Product: O1B(OC(C)(C)C1(C)C)C2=CC(=CC=C2SC)C. Yield: 73.0%. Reported procedure: Ligand 3f: A mixture of ortho- and meta-borylated products (96 mg, 73% yield, ortho/meta + para = >30); ortho-borylated product 4d was obtained by further purification by GPC (74 mg, 56% yield), white solid (mp. 85-87 oC) Starting materials: BrC(C(=O)OC(CN(F)F)N(F)F)(CBr)C (1,2-bis(difluoramino)ethyl α,β-dibromoisobutyrate), C1(=CC=CC=C1)P(C1=CC=CC=C1)C1=CC=CC=C1 (triphenylphosphine). The solvent is C(C)OCC (diethyl ether). Yields the product [Br-].[Br-].C1(=CC=CC=C1)P(C1=CC=CC=C1)C1=CC=CC=C1 (triphenylphosphine dibromide). Reaction SMILES: [Br:1]C(C)(CBr)C(OC(N(F)F)CN(F)F)=O.[C:17]1([P:23]([C:30]2[CH:35]=[CH:34][CH:33]=[CH:32][CH:31]=2)[C:24]2[CH:29]=[CH:28][CH:27]=[CH:26][CH:25]=2)[CH:22]=[CH:21][CH:20]=[CH:19][CH:18]=1>C(OCC)C>[Br-:1].[Br-:1].[C:30]1([P:23]([C:17]2[CH:18]=[CH:19][CH:20]=[CH:21][CH:22]=2)[C:24]2[CH:29]=[CH:28][CH:27]=[CH:26][CH:25]=2)[CH:31]=[CH:32][CH:33]=[CH:34][CH:35]=1 |f:3.4.5|. Procedure: Employing a system similar to that used in Example I, 20.8 parts (0.055 mole) 1,2-bis(difluoramino)ethyl α,β-dibromoisobutyrate is added over a period of thirty minutes to 14.45 parts (0.055 mole) triphenylphosphine in 200 ml. of anhydrous diethyl ether to give an immediate precipitate of triphenylphosphine dibromide. Another 100 ml. of anhydrous ether is added during the course of the addition to facilitate stirring of the mixture. After 18 hours the mixture is filtered free of solids followed ... Reactants: BrC=C1C2=C(OCC3=C1C=CC(=C3)F)C=C(C=C2)F (11-bromomethylene-3,8-difluoro-6,11-dihydro-dibenzo[b,e]oxepine), CC1(OB(OC1(C)C)C1=CC2=C(NC(N2)=O)C=C1)C (5-(4,4,5,5-tetramethyl-[1,3,2]dioxaborolan-2-yl)-1,3-dihydro-benzoimidazol-2-one), C(=O)([O-])[O-].[Na+].[Na+] (Na2CO3), O1CCOCC1 (dioxane). Reagents/catalysts: C=1C=CC(=CC1)[P](C=2C=CC=CC2)(C=3C=CC=CC3)[Pd]([P](C=4C=CC=CC4)(C=5C=CC=CC5)C=6C=CC=CC6)([P](C=7C=CC=CC7)(C=8C=CC=CC8)C=9C=CC=CC9)[P](C=1C=CC=CC1)(C=1C=CC=CC1)C=1C=CC=CC1 (Pd(PPh3)4). Run in CO (MeOH). Run at temperature -26 celsius. The product is FC=1C=CC2=C(OCC3=C(C2=CC2=CC4=C(NC(N4)=O)C=C2)C=CC(=C3)F)C1 (5-(3,8-Difluoro-6H-dibenzo[b,e]oxepin-11-ylidenemethyl)-1,3-dihydro-benzoimidazol-2-one). Isolated yield 27.1%. Reaction SMILES: Br[CH:2]=[C:3]1[C:9]2[CH:10]=[CH:11][C:12]([F:14])=[CH:13][C:8]=2[CH2:7][O:6][C:5]2[CH:15]=[C:16]([F:19])[CH:17]=[CH:18][C:4]1=2.CC1(C)C(C)(C)OB([C:28]2[CH:37]=[CH:36][C:31]3[NH:32][C:33](=[O:35])[NH:34][C:30]=3[CH:29]=2)O1.C([O-])([O-])=O.[Na+].[Na+].O1CCOCC1>C1C=CC([P]([Pd]([P](C2C=CC=CC=2)(C2C=CC=CC=2)C2C=CC=CC=2)([P](C2C=CC=CC=2)(C2C=CC=CC=2)C2C=CC=CC=2)[P](C2C=CC=CC=2)(C2C=CC=CC=2)C2C=CC=CC=2)(C2C=CC=CC=2)C2C=CC=CC=2)=CC=1.CO>[F:19][C:16]1[CH:17]=[CH:18][C:4]2[C:3](=[CH:2][C:28]3[CH:37]=[CH:36][C:31]4[NH:32][C:33](=[O:35])[NH:34][C:30]=4[CH:29]=3)[C:9]3[CH:10]=[CH:11][C:12]([F:14])=[CH:13][C:8]=3[CH2:7][O:6][C:5]=2[CH:15]=1 |f:2.3.4,^1:54,56,75,94|. Reported procedure: Following procedures essentially as described in Example 219, mix 11-bromomethylene-3,8-difluoro-6,11-dihydro-dibenzo[b,e]oxepine (E-isomer, 326 mg, 1.0 mmol), 5-(4,4,5,5-tetramethyl-[1,3,2]dioxaborolan-2-yl)-1,3-dihydro-benzoimidazol-2-one (250 mg, 0.961 mmol), Na2CO3 (2M in water, 1.20 mL, 2.40 mmol), dioxane (7 mL), and Pd(PPh3)4 (58 mg, 0.051 mmol). Purify the crude product on silica gel (12 g) eluting with 50% to 70% THF/hexanes to afford two lots of yellow solid weighing 180 mg and 151 mg.... Starting materials: [Cl-].[NH4+] (ammonium chloride), BrC=1C=C(C(=O)OC)C(=CN1)F (methyl 2-bromo-5-fluoroisonicotinate), O1CCCC1 (tetrahydrofuran), C[Al](C)C (trimethylaluminum). The solvent is CCOC(=O)C (EtOAc), CCOC(=O)C.CCCCCC (EtOAc Hexane). Reaction conditions: time 10 minute. Yields the product FC1=CN=C(C=C1C(=O)OC)C (Methyl 5-fluoro-2-methylisonicotinate). Reaction SMILES: Br[C:2]1[CH:3]=[C:4]([C:9]([F:12])=[CH:10][N:11]=1)[C:5]([O:7][CH3:8])=[O:6].O1CCC[CH2:14]1.C[Al](C)C.[Cl-].[NH4+]>CCOC(C)=O.CCOC(C)=O.CCCCCC>[F:12][C:9]1[C:4]([C:5]([O:7][CH3:8])=[O:6])=[CH:3][C:2]([CH3:14])=[N:11][CH:10]=1 |f:3.4,6.7|. Procedure details: To a solution of methyl 2-bromo-5-fluoroisonicotinate (1.0 g, 4.27 mmol) in tetrahydrofuran (25 ml) tetrakis(triphenylphosphine)palladium (495.0 mg, 0.43 mmol) was added. The mixture was stirred for 10 min, and then trimethylaluminum (5.13 ml, 1.00 M in heptane, 5.13 mmol) was added. The mixture was refluxed for 4 h, and the reaction was monitored by TLC (10% EtOAc-Hexane). Then, the reaction was diluted with EtOAc (75 ml) and a few drops of saturated. ammonium chloride were added.